Dataset: the Open Reaction Database (ORD), a public repository of structured organic reaction records. Task: describe an organic reaction: reactants, conditions, products, and yield Reactants: CCc1cc(-c2cncc(C(=O)O)c2)c(C)[nH]c1=O, NCCc1ccccc1O. The product is CCc1cc(-c2cncc(C(=O)NCCc3ccccc3O)c2)c(C)[nH]c1=O. As a reaction SMILES: [CH2:1]([CH3:2])[c:3]1[cH:4][c:5](-[c:11]2[cH:12][n:13][cH:14][c:15]([C:17](=[O:18])[OH:19])[cH:16]2)[c:6]([CH3:10])[nH:7][c:8]1=[O:9].[OH:20][c:21]1[c:22]([CH2:27][CH2:28][NH2:29])[cH:23][cH:24][cH:25][cH:26]1>>[CH2:1]([CH3:2])[c:3]1[cH:4][c:5](-[c:11]2[cH:12][n:13][cH:14][c:15]([C:17](=[O:19])[NH:29][CH2:28][CH2:27][c:22]3[c:21]([OH:20])[cH:26][cH:25][cH:24][cH:23]3)[cH:16]2)[c:6]([CH3:10])[nH:7][c:8]1=[O:9]. The reactants are C(C)(=O)OCC1=C(C=CC(=C1)NC1=NC(=NC(=C1CC)C)C=1SC(=CC1)Cl)B1OC(C(O1)(C)C)(C)C ([5-[[2-(5-chloro-2-thienyl)-5-ethyl-6-methyl-pyrimidin-4-yl]amino]-2-(4,4,5,5-tetramethyl-1,3,2-dioxaborolan-2-yl)phenyl]methyl acetate), [OH-].[Li+] (lithium hydroxide), C1CCOC1 (THF), CO (MeOH). Solvent: O (water). Reaction conditions: time 8 hour. Product: ClC1=CC=C(S1)C=1N=C(C2=C(N1)CCC2)NC2=CC=C(C=C2)CC(=O)O (2-[4-[[2-(5-chloro-2-thienyl)-6,7-dihydro-5H-cyclopenta[d]pyrimidin-4-yl]amino]phenyl]acetic acid). Yield: 68.0%. Reaction SMILES: C(OC[C:6]1[CH:11]=[C:10]([NH:12][C:13]2[C:18]([CH2:19][CH3:20])=[C:17]([CH3:21])[N:16]=[C:15]([C:22]3[S:23][C:24]([Cl:27])=[CH:25][CH:26]=3)[N:14]=2)[CH:9]=[CH:8][C:7]=1B1OC(C)(C)C(C)(C)O1)(=O)C.[OH-:37].[Li+].[CH2:39]1[CH2:43][O:42]CC1.CO>O>[Cl:27][C:24]1[S:23][C:22]([C:15]2[N:14]=[C:13]([NH:12][C:10]3[CH:11]=[CH:6][C:7]([CH2:39][C:43]([OH:37])=[O:42])=[CH:8][CH:9]=3)[C:18]3[CH2:19][CH2:20][CH2:21][C:17]=3[N:16]=2)=[CH:26][CH:25]=1 |f:1.2|. Reported procedure: A 18-mL vial was charged with [5-[[2-(5-chloro-2-thienyl)-5-ethyl-6-methyl-pyrimidin-4-yl]amino]-2-(4,4,5,5-tetramethyl-1,3,2-dioxaborolan-2-yl)phenyl]methyl acetate (8.6 mg, 0.016 mmol) and lithium hydroxide (10 mg, 0.23 mmol). THF (1 ml), MeOH (0.2 ml) and water (0.2 ml) was added to the vial. The resulting mixture was stirred at rt overnight. Then the volatile material was removed. The residue was treated with THF (0.5 ml) and 2N HCl aq. (0.5 ml) for 1 hr. The mixture was neutralized by addit... Reactants: CC=1C=C2C(C(NC2=CC1)=O)=O (5-methyl isatin), [N+](=O)([O-])C (nitromethane). The solvent is O (water). Reaction conditions: temperature 50 celsius, time 24 hour. Product: OC1(C(NC2=CC=C(C=C12)C)=O)C[N+](=O)[O-] (3-hydroxy-5-methyl-3-(nitromethyl)indolin-2-one). As a reaction SMILES: [CH3:1][C:2]1[CH:3]=[C:4]2[C:8](=[CH:9][CH:10]=1)[NH:7][C:6](=[O:11])[C:5]2=[O:12].[N+:13]([CH3:16])([O-:15])=[O:14]>O>[OH:12][C:5]1([CH2:16][N+:13]([O-:15])=[O:14])[C:4]2[C:8](=[CH:9][CH:10]=[C:2]([CH3:1])[CH:3]=2)[NH:7][C:6]1=[O:11]. Reported procedure: 5-methyl isatin (0.08 g) and nitromethane (0.15 ml) were added to water and the reaction mixture was vigorously stirred at a temperature of 50° C. for 24 hours. The product was extracted with ethyl acetate and purified by silica gel column chromatography using ethyl acetate/hexane as eluents to afford pure product. The reactants are C(C1=CC=CC=C1)NC1=CC=NC=C1C(=O)OC (methyl 4-(benzylamino)nicotinate), C(C)C(CNC1=C(C(=O)OCC)C=CC=N1)CC (ethyl 2-[(2-ethylbutyl)amino]nicotinate). Product: C(C1=CC=CC=C1)N1C(OC(C2=C1C=CN=C2)=O)=O (1-benzyl-2H-pyrido[4,3-d][1,3]oxazine-2,4(1H)-dione). RXN SMILES: [CH2:1]([NH:8][C:9]1[C:14]([C:15]([O:17][CH3:18])=[O:16])=[CH:13][N:12]=[CH:11][CH:10]=1)[C:2]1[CH:7]=[CH:6][CH:5]=[CH:4][CH:3]=1.C(C(CC)CNC1N=CC=CC=1C(OCC)=[O:27])C>>[CH2:1]([N:8]1[C:9]2[CH:10]=[CH:11][N:12]=[CH:13][C:14]=2[C:15](=[O:16])[O:17][C:18]1=[O:27])[C:2]1[CH:3]=[CH:4][CH:5]=[CH:6][CH:7]=1. Procedure: The title compound is prepared according to the procedure of Example 3B substituting the product of Example 180A for the product of Example 3A. Starting materials: C(C1=CC=CC=C1)OC(=O)N1C=C(C2=CC(=CC=C12)Cl)CO (1-benzyloxycarbonyl-5-chloro-3-hydroxymethylindole), S(=O)(Cl)Cl (thionylchloride), CCCCCC (Hexane). The solvent is ClCCl (dichloromethane). Reaction conditions: time 1.5 hour. Yields the product C(C1=CC=CC=C1)OC(=O)N1C=C(C2=CC(=CC=C12)Cl)CCl (1-benzyloxycarbonyl-5-chloro-3-chloromethylindole). Reaction SMILES: [CH2:1]([O:8][C:9]([N:11]1[C:19]2[C:14](=[CH:15][C:16]([Cl:20])=[CH:17][CH:18]=2)[C:13]([CH2:21]O)=[CH:12]1)=[O:10])[C:2]1[CH:7]=[CH:6][CH:5]=[CH:4][CH:3]=1.S(Cl)([Cl:25])=O.CCCCCC>ClCCl>[CH2:1]([O:8][C:9]([N:11]1[C:19]2[C:14](=[CH:15][C:16]([Cl:20])=[CH:17][CH:18]=2)[C:13]([CH2:21][Cl:25])=[CH:12]1)=[O:10])[C:2]1[CH:7]=[CH:6][CH:5]=[CH:4][CH:3]=1. Reported procedure: To a solution of 1-benzyloxycarbonyl-5-chloro-3-hydroxymethylindole (1.45 g) in dichloromethane (23 ml) was added thionylchloride (0.797 μl) at −78° C. After the mixture was stirred for 1.5 hours at room temperature, the reaction mixture was concentrated under the reduced pressure to give a residue. Hexane was added to the residue. 1-benzyloxycarbonyl-5-chloro-3-chloromethylindole (1.43 g) was obtained as a crystal. Starting materials: ClC1=CC=C(C=C1)C1=NC(=NC=C1)SC (4-(4-chlorophenyl)-2-(methylthio)pyrimidine), OOS(=O)[O-].[K+] (oxone), CO (methanol). The solvent is O (water), O (water). The product is ClC1=CC=C(C=C1)C1=NC(=NC=C1)S(=O)(=O)C (4-(4-Chlorophenyl)-2-(methylsulfonyl)pyrimidine). RXN SMILES: [Cl:1][C:2]1[CH:7]=[CH:6][C:5]([C:8]2[CH:13]=[CH:12][N:11]=[C:10](SC)[N:9]=2)=[CH:4][CH:3]=1.O[O:17][S:18]([O-:20])=O.[K+].[CH3:22]O>O>[Cl:1][C:2]1[CH:3]=[CH:4][C:5]([C:8]2[CH:13]=[CH:12][N:11]=[C:10]([S:18]([CH3:22])(=[O:20])=[O:17])[N:9]=2)=[CH:6][CH:7]=1 |f:1.2|. Procedure: A solution of 4-(4-chlorophenyl)-2-(methylthio)pyrimidine (3 g, 12.71 mmol), in methanol (125 mL) and water (125 mL) under nitrogen at 4° C. was treated with oxone™ (23.44 g, 38.13 mmol), stirred and allowed to warm up to room temperature for 18 h. The reaction mixture was diluted with water (220 mL), extracted with CHCl3 (250 mL), dried (Na2SO4) and the solvent removed in vacuo to afford the title compound as a yellow solid (3.36 g).